Dataset: the Open Reaction Database (ORD), a public repository of structured organic reaction records. Task: describe an organic reaction: reactants, conditions, products, and yield The reactants are COC=1C=C(C=CC1OC)CC(C)N (3-(3,4-dimethoxyphenyl)-2-propylamine), C1C(O1)CO (glycidol). Solvent: C(C)(C)O (isopropanol), C(C)(C)O (isopropanol). Conditions: temperature 50 celsius, time 0.5 hour. Product: COC=1C=C(C=CC1OC)CC(C)NCC(CO)O (3-[3-(3,4-Dimethoxyphenyl)-2-propylamino]-1,2-propanediol). Reaction SMILES: [CH3:1][O:2][C:3]1[CH:4]=[C:5]([CH2:11][CH:12]([NH2:14])[CH3:13])[CH:6]=[CH:7][C:8]=1[O:9][CH3:10].[CH2:15]1[O:17][CH:16]1[CH2:18][OH:19]>C(O)(C)C>[CH3:1][O:2][C:3]1[CH:4]=[C:5]([CH2:11][CH:12]([NH:14][CH2:15][CH:16]([OH:17])[CH2:18][OH:19])[CH3:13])[CH:6]=[CH:7][C:8]=1[O:9][CH3:10]. Reported procedure: A solution of 3-(3,4-dimethoxyphenyl)-2-propylamine (20.0 g, 0.10 m) in isopropanol (20 ml) is heated to 50° C. while a solution of glycidol (5.0 g, 0.067 m) in isopropanol (5 ml) is added over 15 minutes. The mixture is stirred at 50° C. for 0.5 hours and then at 70° C. for 16 hours. The solvent is concentrated under reduced pressure and the residue is chromatographed on silica gel, eluting with 10% MeOH-CHCl3 saturated with NH3 to yield (I) weighing 14.37 g (80%). Reactants: ClC=1C=C(C=CC1)C=1SC=CC1 (2-(3-Chlorophenyl)thiophene), BrC=1C=CC(=C(C(=O)O)C1)C (5-bromo-2-methylbenzoic acid). The product is BrC=1C=CC(=C(C1)CC=1SC(=CC1)C1=CC(=CC=C1)Cl)C (5-Bromo-1-(5-(3-chlorophenyl)-2-thienylmethyl)-2-methylbenzene). RXN SMILES: [Cl:1][C:2]1[CH:3]=[C:4]([C:8]2[S:9][CH:10]=[CH:11][CH:12]=2)[CH:5]=[CH:6][CH:7]=1.[Br:13][C:14]1[CH:15]=[CH:16][C:17]([CH3:23])=[C:18]([CH:22]=1)[C:19](O)=O>>[Br:13][C:14]1[CH:15]=[CH:16][C:17]([CH3:23])=[C:18]([CH2:19][C:10]2[S:9][C:8]([C:4]3[CH:5]=[CH:6][CH:7]=[C:2]([Cl:1])[CH:3]=3)=[CH:12][CH:11]=2)[CH:22]=1. Procedure details: 2-(3-Chlorophenyl)thiophene obtained in Reference Example 85-(1) and 5-bromo-2-methylbenzoic acid obtained in Reference Example 4-(1) were treated in a manner similar to Reference Example 5 to give the target compound as colorless oil. Procedure: The sub-title compound was prepared in accordance with step (c) Example 1 from 2-ethoxycarbonylmethyl-5-hydroxy-1-(4-isopropoxyphenyl)indole-3-carboxylic acid ethyl ester (250 mg, 0.59 mmol and 4-trifluoromethylphenylboronic acid (167 mg, 0.88 mmol) and was used in the subsequent step without purification. Starting materials: C(C)OC(=O)C1=C(N(C2=CC=C(C=C12)O)C1=CC=C(C=C1)OC(C)C)CC(=O)OCC (2-ethoxycarbonylmethyl-5-hydroxy-1-(4-isopropoxyphenyl)indole-3-carboxylic acid ethyl ester), FC(C1=CC=C(C=C1)B(O)O)(F)F (4-trifluoromethylphenylboronic acid). RXN SMILES: [CH2:1]([O:3][C:4]([C:6]1[C:14]2[C:9](=[CH:10][CH:11]=[C:12]([OH:15])[CH:13]=2)[N:8]([C:16]2[CH:21]=[CH:20][C:19]([O:22][CH:23]([CH3:25])[CH3:24])=[CH:18][CH:17]=2)[C:7]=1[CH2:26][C:27]([O:29][CH2:30][CH3:31])=[O:28])=[O:5])[CH3:2].[F:32][C:33]([F:44])([F:43])[C:34]1[CH:39]=[CH:38][C:37](B(O)O)=[CH:36][CH:35]=1>>[CH2:1]([O:3][C:4]([C:6]1[C:14]2[C:9](=[CH:10][CH:11]=[C:12]([O:15][C:37]3[CH:38]=[CH:39][C:34]([C:33]([F:44])([F:43])[F:32])=[CH:35][CH:36]=3)[CH:13]=2)[N:8]([C:16]2[CH:21]=[CH:20][C:19]([O:22][CH:23]([CH3:24])[CH3:25])=[CH:18][CH:17]=2)[C:7]=1[CH2:26][C:27]([O:29][CH2:30][CH3:31])=[O:28])=[O:5])[CH3:2]. Yields the product C(C)OC(=O)C1=C(N(C2=CC=C(C=C12)OC1=CC=C(C=C1)C(F)(F)F)C1=CC=C(C=C1)OC(C)C)CC(=O)OCC (2-Ethoxycarbonylmethyl-1-(4-isopropoxyphenyl)-5-(4-trifluoromethylphenoxy)indole-3-carboxylic acid ethyl ester). Starting materials: C=CCOc1cc(C)c(C=O)c(C)c1, CCOC(C)=O, O=CO, [Pd], c1ccc(P(c2ccccc2)c2ccccc2)cc1. Yields the product Cc1cc(O)cc(C)c1C=O. RXN SMILES: [CH2:1]([CH:2]=[CH2:3])[O:4][c:5]1[cH:6][c:7]([CH3:14])[c:8]([CH:9]=[O:10])[c:11]([CH3:13])[cH:12]1.[CH3:37][CH2:38][O:39][C:40](=[O:41])[CH3:42].[CH:34]([OH:35])=[O:36].[Pd:43].[c:15]1([P:16]([c:17]2[cH:18][cH:19][cH:20][cH:21][cH:22]2)[c:23]2[cH:24][cH:25][cH:26][cH:27][cH:28]2)[cH:29][cH:30][cH:31][cH:32][cH:33]1>>[OH:4][c:5]1[cH:6][c:7]([CH3:14])[c:8]([CH:9]=[O:10])[c:11]([CH3:13])[cH:12]1. Reactants: CC(C)(C)c1ccc(C2CC2C(=O)NN)cc1, ClCCCl, O, CC(=O)c1cccc2cnccc12. Product: CC(=NNC(=O)C1CC1c1ccc(C(C)(C)C)cc1)c1cccc2cnccc12. RXN SMILES: [C:1]([CH3:2])([CH3:3])([CH3:4])[c:5]1[cH:6][cH:7][c:8]([CH:11]2[CH:12]([C:14](=[O:15])[NH:16][NH2:17])[CH2:13]2)[cH:9][cH:10]1.[Cl:31][CH2:32][CH2:33][Cl:34].[OH2:35].[cH:18]1[n:19][cH:20][cH:21][c:22]2[c:23]([C:28]([CH3:29])=[O:30])[cH:24][cH:25][cH:26][c:27]12>>[C:1]([CH3:2])([CH3:3])([CH3:4])[c:5]1[cH:6][cH:7][c:8]([CH:11]2[CH:12]([C:14](=[O:15])[NH:16][N:17]=[C:28]([c:23]3[c:22]4[cH:21][cH:20][n:19][cH:18][c:27]4[cH:26][cH:25][cH:24]3)[CH3:29])[CH2:13]2)[cH:9][cH:10]1. Reactants: FC(C=1C=CC(=NC1)OC1=CC=C(C=C1)N1C=C(C2=CC=CC=C12)/C=C/C(=O)OCC)(F)F ((E)-Ethyl 3-(1-(4-((5-(trifluoromethyl)pyridin-2-yl)oxy)phenyl)-1H-indol-3-yl)acrylate), CC[C@@H]1CN2CC[C@@H]1C[C@@H]2[C@@H](C3=C4C=C(C=CC4=NC=C3)OC)OC5=NN=C(C6=CC=CC=C65)O[C@@H]([C@H]7C[C@@H]8CCN7C[C@@H]8CC)C9=C1C=C(C=CC1=NC=C9)OC (Ad-Mix-α), CS(=O)(=O)N (MeSO2NH2), CC(C)O.O (i-PrOH water). Conditions: time 4 hour. Yields the product O[C@@H](C(=O)OCC)[C@H](C1=CN(C2=CC=CC=C12)C1=CC=C(C=C1)OC1=NC=C(C=C1)C(F)(F)F)O ((2R,3S)-Ethyl 2,3-dihydroxy-3-(1-(4-((5-(trifluoromethyl)pyridin-2-yl)oxy)-phenyl)-1H-indol-3-yl)propanoate). RXN SMILES: [F:1][C:2]([F:33])([F:32])[C:3]1[CH:4]=[CH:5][C:6]([O:9][C:10]2[CH:15]=[CH:14][C:13]([N:16]3[C:24]4[C:19](=[CH:20][CH:21]=[CH:22][CH:23]=4)[C:18](/[CH:25]=[CH:26]/[C:27]([O:29][CH2:30][CH3:31])=[O:28])=[CH:17]3)=[CH:12][CH:11]=2)=[N:7][CH:8]=1.CC[C@H]1[C@H]2C[C@H]([C@H](OC3C4C(=CC=CC=4)C(O[C@H](C4C=CN=C5C=4C=C(OC)C=C5)[C@@H]4N5C[C@H](CC)[C@@H](CC5)C4)=NN=3)C3C=CN=C4C=3C=C([O:55]C)C=C4)N(CC2)C1.CS(N)(=O)=O.CC(O)C.[OH2:101]>>[OH:101][C@H:26]([C@@H:25]([OH:55])[C:18]1[C:19]2[C:24](=[CH:23][CH:22]=[CH:21][CH:20]=2)[N:16]([C:13]2[CH:14]=[CH:15][C:10]([O:9][C:6]3[CH:5]=[CH:4][C:3]([C:2]([F:1])([F:32])[F:33])=[CH:8][N:7]=3)=[CH:11][CH:12]=2)[CH:17]=1)[C:27]([O:29][CH2:30][CH3:31])=[O:28] |f:3.4|. Procedure: (2R,3S)-Ethyl 2,3-dihydroxy-3-(1-(4-((5-(trifluoromethyl)pyridin-2-yl)oxy)-phenyl)-1H-indol-3-yl)propanoate (4) was prepared as follows: A mixture of compound 3 (0.12 g, 1.0 eq), Ad-Mix-α (1.5 eq, Aldrich), and MeSO2NH2 (Aldrich, 1.2 eq) in 10 mL of i-PrOH/water (1/1) was shaken at room temperature for 4 hours. The reaction was quenched with EtOAc/water (60 mL/20 mL). The organic layer was separated, washed with brine, concentrated and purified by column (EtOAc/hexanes 5/4) to give compound 4 as...